From a dataset of the Open Reaction Database (ORD), a public repository of structured organic reaction records. describe an organic reaction: reactants, conditions, products, and yield Reactants: Cc1cc(C)cc(C=O)c1, NC1CCCc2ccccc21. The product is Cc1cc(C)cc(CNC2CCCc3ccccc32)c1. Reaction SMILES: [CH3:1][c:2]1[cH:3][c:4]([CH:5]=[O:6])[cH:7][c:8]([CH3:10])[cH:9]1.[CH:11]1([NH2:21])[CH2:12][CH2:13][CH2:14][c:15]2[cH:16][cH:17][cH:18][cH:19][c:20]21>>[CH3:1][c:2]1[cH:3][c:4]([CH2:5][NH:21][CH:11]2[CH2:12][CH2:13][CH2:14][c:15]3[cH:16][cH:17][cH:18][cH:19][c:20]32)[cH:7][c:8]([CH3:10])[cH:9]1.